describe an organic reaction: reactants, conditions, products, and yield From a dataset of the Open Reaction Database (ORD), a public repository of structured organic reaction records. Starting materials: N[C@@H]1[C@@H](CCCC1)NC1=NC=C(C(=N1)NC1=CC=C(C=C1)C1=CC=NO1)C(=O)N (2-((1R,2S)-2-aminocyclohexylamino)-4-(4-(isoxazol-5-yl)phenylamino)pyrimidine-5-carboxamide), CC1=NC(=NO1)C1=CC=C(N)C=C1 (4-(5-methyl-1,2,4-oxadiazol-3-yl)aniline). The product is N[C@@H]1[C@@H](CCCC1)NC1=NC=C(C(=N1)NC1=CC=C(C=C1)C1=NOC(=N1)C)C(=O)N (2-((1R,2S)-2-aminocyclohexylamino)-4-(4-(5-methyl-1,2,4-oxadiazol-3-yl)phenylamino)pyrimidine-5-carboxamide). Reaction SMILES: [NH2:1][C@H:2]1[CH2:7][CH2:6][CH2:5][CH2:4][C@H:3]1[NH:8][C:9]1[N:14]=[C:13]([NH:15][C:16]2[CH:21]=[CH:20][C:19](C3ON=CC=3)=[CH:18][CH:17]=2)[C:12]([C:27]([NH2:29])=[O:28])=[CH:11][N:10]=1.[CH3:30][C:31]1[O:35][N:34]=[C:33](C2C=CC(N)=CC=2)[N:32]=1>>[NH2:1][C@H:2]1[CH2:7][CH2:6][CH2:5][CH2:4][C@H:3]1[NH:8][C:9]1[N:14]=[C:13]([NH:15][C:16]2[CH:21]=[CH:20][C:19]([C:33]3[N:32]=[C:31]([CH3:30])[O:35][N:34]=3)=[CH:18][CH:17]=2)[C:12]([C:27]([NH2:29])=[O:28])=[CH:11][N:10]=1. Reported procedure: This compound was synthesised using the synthetic scheme described for the synthesis of compound 122, and using 4-(5-methyl-1,2,4-oxadiazol-3-yl)aniline in step 1. MS: 409.5 (M+H).